Dataset: the Open Reaction Database (ORD), a public repository of structured organic reaction records. Task: describe an organic reaction: reactants, conditions, products, and yield Reactants: N1C=NC=C1 (imidazole), ClC=1N=C(C2=C(N1)SC(=C2)Cl)NCC2=CC(=C(C=C2)OC)Cl (2,6-dichloro-4-(3-chloro-4-methoxybenzylamino)-thieno-[2,3-d]-pyrimidine). Product: N1(C=NC=C1)C=1N=C(C2=C(N1)SC(=C2)Cl)NCC2=CC(=C(C=C2)OC)Cl (2-(imidazol-1-yl)-6-chloro-4-(3-chloro-4-methoxybenzylamino)-thieno-[2,3-d]-pyrimidine). As a reaction SMILES: [NH:1]1[CH:5]=[CH:4][N:3]=[CH:2]1.Cl[C:7]1[N:8]=[C:9]([NH:17][CH2:18][C:19]2[CH:24]=[CH:23][C:22]([O:25][CH3:26])=[C:21]([Cl:27])[CH:20]=2)[C:10]2[CH:15]=[C:14]([Cl:16])[S:13][C:11]=2[N:12]=1>>[N:1]1([C:7]2[N:8]=[C:9]([NH:17][CH2:18][C:19]3[CH:24]=[CH:23][C:22]([O:25][CH3:26])=[C:21]([Cl:27])[CH:20]=3)[C:10]3[CH:15]=[C:14]([Cl:16])[S:13][C:11]=3[N:12]=2)[CH:5]=[CH:4][N:3]=[CH:2]1. Procedure: Following the procedure of Example 97, the reaction of imidazole with 2,6-dichloro-4-(3-chloro-4-methoxybenzylamino)-thieno-[2,3-d]-pyrimidine gives 2-(imidazol-1-yl)-6-chloro-4-(3-chloro-4-methoxybenzylamino)-thieno-[2,3-d]-pyrimidine. The solvent is CN(C=O)C (dimethylformamide). Reaction conditions: time 1 hour. Yields the product C(CC1=CC=CC=C1)N1C(C=2C(NC3=C1C=CC=C3)=CSC2)=O (4,9-Dihydro-9-phenethyl-10H-thieno[3,4-b][1,5]benzodiazepin-10-one). Reported procedure: To a solution of 17.28 g. of 4,9-dihydro-10H-thieno[3,4-b][1,5]benzodiazepin-10-one in 100 ml. of dimethylformamide is added 4.2 g. of 50% sodium hydride in mineral oil. The mixture is stirred for one hour and 16.0 g. of phenethyl bromide and 20 mg. of potassium iodide are added. The mixture is stirred for 48 hours. The solution is evaporated. The residual gum is washed with water and hexane, dissolved in methylene chloride, washed with water, dried over magnesium sulfate and filtered through ma... Starting materials: C=1SC=C2NC3=C(NC(C21)=O)C=CC=C3 (4,9-dihydro-10H-thieno[3,4-b][1,5]benzodiazepin-10-one), [I-].[K+] (potassium iodide), [H-].[Na+] (sodium hydride), C(CC1=CC=CC=C1)Br (phenethyl bromide). As a reaction SMILES: [CH:1]1[S:2][CH:3]=[C:4]2[C:10]=1[C:9](=[O:11])[NH:8][C:7]1[CH:12]=[CH:13][CH:14]=[CH:15][C:6]=1[NH:5]2.[H-].[Na+].[CH2:18](Br)[CH2:19][C:20]1[CH:25]=[CH:24][CH:23]=[CH:22][CH:21]=1.[I-].[K+]>CN(C)C=O>[CH2:18]([N:8]1[C:7]2[CH:12]=[CH:13][CH:14]=[CH:15][C:6]=2[NH:5][C:4]2=[CH:3][S:2][CH:1]=[C:10]2[C:9]1=[O:11])[CH2:19][C:20]1[CH:25]=[CH:24][CH:23]=[CH:22][CH:21]=1 |f:1.2,4.5|. The reactants are CC(C)C[Al+]CC(C)C, CC(C)C[AlH]CC(C)C, ClCCl, [H-], [Na+], [OH-], N#CC(N)Cc1ccccc1. The product is NCC(N)Cc1ccccc1. RXN SMILES: [CH2:13]([Al+:14][CH2:15][CH:16]([CH3:17])[CH3:18])[CH:19]([CH3:20])[CH3:21].[CH3:22][CH:23]([CH2:24][AlH:25][CH2:26][CH:27]([CH3:28])[CH3:29])[CH3:30].[Cl:33][CH2:34][Cl:35].[H-:12].[Na+:32].[OH-:31].[c:1]1([CH2:7][CH:8]([C:9]#[N:10])[NH2:11])[cH:2][cH:3][cH:4][cH:5][cH:6]1>>[c:1]1([CH2:7][CH:8]([CH2:9][NH2:10])[NH2:11])[cH:2][cH:3][cH:4][cH:5][cH:6]1. Starting materials: C(C)OC(COC1=C(C=C(C=C1)S(=O)(=O)Cl)C)=O (4-Chlorosulfonyl-2-methylphenoxy-acetic acid ethyl ester), C(C)OC(COC1=CC=CC=2CCCCC12)=O ((5,6,7,8-Tetrahydro-naphthalen-1-yloxy)-acetic acid ethyl ester). Yields the product C(C)OC(COC1=CC=C(C=2CCCCC12)S(=O)(=O)Cl)=O ((4-Chlorosulfonyl-5,6,7,8-tetrahydro-naphthalen-1-yloxy)-acetic acid ethyl ester). Reaction SMILES: [CH2:1]([O:3][C:4](=[O:18])[CH2:5][O:6][C:7]1[CH:12]=[CH:11][C:10]([S:13]([Cl:16])(=[O:15])=[O:14])=[CH:9][C:8]=1[CH3:17])[CH3:2].C(OC(=O)CO[C:25]1[C:34]2CCCCC=2C=C[CH:26]=1)C>>[CH2:1]([O:3][C:4](=[O:18])[CH2:5][O:6][C:7]1[C:8]2[CH2:17][CH2:34][CH2:25][CH2:26][C:9]=2[C:10]([S:13]([Cl:16])(=[O:14])=[O:15])=[CH:11][CH:12]=1)[CH3:2]. Procedure: The title compound was prepared according to the method described for preparing compound 10.2, using compound 22.1 as the starting material. 1H NMR (400 MHz) (CDCl3) δ 7.93 (1H, d, J=8.9 Hz); 6.62 (1H, d, J=9.0 Hz); 4.73 (2H, s); 4.29 (2H, q, J=7.1 Hz); 3.27-3.24 (2H, m); 2.81-2.78 (2H, m); 1.85-1.82 (4H, m); 1.32 (3H, t, J=7.2 Hz). The reactants are [H-].[Al+3].[Li+].[H-].[H-].[H-] (Lithium aluminum hydride), C(C)OC(CC=1C(=NNC1CC)CC)=O ((3,5-Diethyl-1H-pyrazol-4-yl)-acetic acid ethyl ester), O (water). Solvent: O1CCCC1 (tetrahydrofuran), O1CCCC1 (tetrahydrofuran). Run at time 16 hour. Yields the product C(C)C1=NNC(=C1CCO)CC (2-(3,5-diethyl-1H-pyrazol-4-yl)-ethanol). Yield: 0.1%. RXN SMILES: [H-].[Al+3].[Li+].[H-].[H-].[H-].C([O:9][C:10](=O)[CH2:11][C:12]1[C:13]([CH2:19][CH3:20])=[N:14][NH:15][C:16]=1[CH2:17][CH3:18])C.O>O1CCCC1>[CH2:17]([C:16]1[C:12]([CH2:11][CH2:10][OH:9])=[C:13]([CH2:19][CH3:20])[NH:14][N:15]=1)[CH3:18] |f:0.1.2.3.4.5|. Reported procedure: Lithium aluminum hydride (190 mg, 4.8 mmol) was added slowly to tetrahydrofuran (10 mL) under 0° C. (3,5-Diethyl-1H-pyrazol-4-yl)-acetic acid ethyl ester (1.0 g, 4.8 mol) in tetrahydrofuran (5 mL) was slowly added under nitrogen atmosphere. The reaction was allowed to slowly warm to room temperature and stirred for 16 h. After the reaction was cooled at 0° C., water (0.3 mL) was added slowly and the reaction was stirred for 30 minutes, filtered through a short silica gel column, which was rinsed... Reactants: C=C(Br)C(F)(F)F, O=C([O-])[O-], C1CCOC1, OB(O)c1cc(Cl)cc(Cl)c1, [Cs+], [Cs+], Cl[Pd]Cl, c1ccc(P(c2ccccc2)c2ccccc2)cc1, c1ccc(P(c2ccccc2)c2ccccc2)cc1. The product is C=C(c1cc(Cl)cc(Cl)c1)C(F)(F)F. As a reaction SMILES: [Br:12][C:13](=[CH2:14])[C:15]([F:16])([F:17])[F:18].[C:19](=[O:20])([O-:21])[O-:22].[CH2:25]1[O:26][CH2:27][CH2:28][CH2:29]1.[Cl:1][c:2]1[cH:3][c:4]([B:9]([OH:10])[OH:11])[cH:5][c:6]([Cl:8])[cH:7]1.[Cs+:23].[Cs+:24].[Pd:30]([Cl:31])[Cl:32].[c:33]1([P:34]([c:35]2[cH:36][cH:37][cH:38][cH:39][cH:40]2)[c:41]2[cH:42][cH:43][cH:44][cH:45][cH:46]2)[cH:47][cH:48][cH:49][cH:50][cH:51]1.[c:52]1([P:53]([c:54]2[cH:55][cH:56][cH:57][cH:58][cH:59]2)[c:60]2[cH:61][cH:62][cH:63][cH:64][cH:65]2)[cH:66][cH:67][cH:68][cH:69][cH:70]1>>[Cl:1][c:2]1[cH:3][c:4]([C:13](=[CH2:14])[C:15]([F:16])([F:17])[F:18])[cH:5][c:6]([Cl:8])[cH:7]1. The reactants are BrC1=CSC=C1C1=CCCCC1 (3-bromo-4-cyclohex-1-enyl-thiophene), C(C)(=O)C=1C(=CSC1)Br (4-acetyl-3-bromo-thiophene). The product is C(C)(=O)C1=CSC=C1C1=CCCCC1 (3-Acetyl-4-cyclohex-1-enyl-thiophene). Yield: 31.0%. As a reaction SMILES: Br[C:2]1[C:6]([C:7]2[CH2:12][CH2:11][CH2:10][CH2:9][CH:8]=2)=[CH:5][S:4][CH:3]=1.[C:13](C1C(Br)=CSC=1)(=[O:15])[CH3:14]>>[C:13]([C:2]1[C:6]([C:7]2[CH2:12][CH2:11][CH2:10][CH2:9][CH:8]=2)=[CH:5][S:4][CH:3]=1)(=[O:15])[CH3:14]. Procedure details: Prepared from 3-bromo-4-cyclohex-1-enyl-thiophene (See MacDowell; Jeffries J. Org. Chem., 1970, 35, 871-875 incorporated herein by reference), in 31% yield analogous to the procedure for the preparation of 4-acetyl-3-bromo-thiophene. 1H NMR (300 MHz, CDCl3) δ7.90(d, 1H, J=2.7 Hz), 6.97 (d, 1H, J=2.7 Hz), 5.66 (q, 1H, J=1.8 Hz), 2.49 (s, 3H), 2.15-2.19 (m, 4H), 1.64-1.79 (m, 4H).